Dataset: the Open Reaction Database (ORD), a public repository of structured organic reaction records. Task: describe an organic reaction: reactants, conditions, products, and yield Starting materials: ClC(C1=CC=CC=C1)(Cl)Cl (dichlorobenzyl chloride), [NH4+].[Cl-] (NH4Cl), ClC1=C(CCl)C=CC(=C1)Cl (2,4-dichlorobenzyl chloride), ClC1=C(CCl)C=CC(=C1)Cl (2,4-dichlorobenzyl chloride), Mg, N1=CC(=CC=C1)C(=O)CCC(C)(C)C (3,3-dimethylbutyl pyridin-3-yl ketone). The reagents and catalysts are BrBr (bromine). Run in CCOCC (ether), C(C)OCC (diethyl ether), CCOCC (ether). Reaction conditions: temperature 20 celsius, time 15 hour. Product: CC(CCC(O)(C=1C=NC=CC1)CC1=C(C=C(C=C1)Cl)Cl)(C)C (3,3-Dimethylbutyl-2,4-dichlorobenzyl-pyridin-3-yl-carbinol). Reaction SMILES: [Cl:1][C:2]1[CH:9]=[C:8]([Cl:10])[CH:7]=[CH:6][C:3]=1[CH2:4]Cl.ClC(Cl)(Cl)C1C=CC=CC=1.[N:21]1[CH:26]=[CH:25][CH:24]=[C:23]([C:27]([CH2:29][CH2:30][C:31]([CH3:34])([CH3:33])[CH3:32])=[O:28])[CH:22]=1.[NH4+].[Cl-]>CCOCC.BrBr>[CH3:32][C:31]([CH3:34])([CH3:33])[CH2:30][CH2:29][C:27]([CH2:4][C:3]1[CH:6]=[CH:7][C:8]([Cl:10])=[CH:9][C:2]=1[Cl:1])([C:23]1[CH:22]=[N:21][CH:26]=[CH:25][CH:24]=1)[OH:28] |f:3.4|. Procedure details: A solution of 66.2 g of 2,4-dichlorobenzyl chloride in 150 ml of ether was added dropwise to 8.2 g of Mg in 100 ml of diethyl ether. After 20% of the amount of dichlorobenzyl chloride had been added, the reaction was started by adding a few drops of bromine. After completion of the dropwise addition of the 2,4-dichlorobenzyl chloride solution, the mixture was refluxed for 1/2 an hour. It was then added dropwise to a solution of 55 g of 3,3-dimethylbutyl pyridin-3-yl ketone in 100 ml of ether. Af...